This data is from the Open Reaction Database (ORD), a public repository of structured organic reaction records. The task is: describe an organic reaction: reactants, conditions, products, and yield The reactants are C(C)OC(=O)N=C=S (Ethoxycarbonyl isothiocyanate), C(#N)C1NC1 (2-cyanoaziridine). Run in C1(=CC=CC=C1)C (toluene), C1(=CC=CC=C1)C (toluene). The product is C(C)OC(=O)NC(=S)N1C(C1)C#N (1-(N-Ethoxycarbonyl-thiocarbamoyl)-2-cyanoaziridine). As a reaction SMILES: [CH2:1]([O:3][C:4]([N:6]=[C:7]=[S:8])=[O:5])[CH3:2].[C:9]([CH:11]1[CH2:13][NH:12]1)#[N:10]>C1(C)C=CC=CC=1>[CH2:1]([O:3][C:4]([NH:6][C:7]([N:12]1[CH2:13][CH:11]1[C:9]#[N:10])=[S:8])=[O:5])[CH3:2]. Procedure details: 3.94 g. Ethoxycarbonyl isothiocyanate are dissolved in 75 ml. anhydrous toluene and to this there is added dropwise, at a temperature between 20° and 30° C., a solution of 2.04 g. 2-cyanoaziridine in 50 ml. toluene. The reaction mixture is stirred at ambient temperature for a further hour and the crystals obtained are filtered off with suction, washed with toluene and then triturated with diethyl ether. There are thus obtained 4 g. 1-(N-ethoxycarbonyl-thiocarbamoyl)-2-cyanoaziridine; m.p. 152°-1... Starting materials: [N+](=O)([O-])CC (nitroethane), C1(=CC=CC=C1)N=C=O (phenyl isocyanate), C(#N)C1=CC(=NC=C1)N1CCN(CC1)C(=O)OCC(C)(C)C (2,2-Dimethylpropyl 4-(4-cyanopyridin-2-yl)-1-piperazinecarboxylate). Reagents/catalysts: C(C)N(CC)CC (triethylamine). Run in C1(=CC=CC=C1)C (toluene). Conditions: time 1 hour. Product: CC1=NOC(=N1)C1=CC(=NC=C1)N1CCN(CC1)C(=O)OCC(C)(C)C (2,2-Dimethylpropyl 4-[4-(3-methyl-1,2,4-oxadiazol-5-yl)pyridin-2-yl]-1-piperazinecarboxylate). Yield: 31.9%. Reaction SMILES: [C:1]([C:3]1[CH:8]=[CH:7][N:6]=[C:5]([N:9]2[CH2:14][CH2:13][N:12]([C:15]([O:17][CH2:18][C:19]([CH3:22])([CH3:21])[CH3:20])=[O:16])[CH2:11][CH2:10]2)[CH:4]=1)#[N:2].[N+:23]([CH2:26][CH3:27])([O-])=[O:24].C1(N=C=O)C=CC=CC=1>C1(C)C=CC=CC=1.C(N(CC)CC)C>[CH3:27][C:26]1[N:2]=[C:1]([C:3]2[CH:8]=[CH:7][N:6]=[C:5]([N:9]3[CH2:10][CH2:11][N:12]([C:15]([O:17][CH2:18][C:19]([CH3:22])([CH3:21])[CH3:20])=[O:16])[CH2:13][CH2:14]3)[CH:4]=2)[O:24][N:23]=1. Reported procedure: 2,2-Dimethylpropyl 4-(4-cyanopyridin-2-yl)piperazine-1-carboxylate (301 mg) obtained in Example 2 was dissolved in toluene (5 mL), and nitroethane (82.6 mg), triethylamine (one drop) and phenyl isocyanate (0.238 mL) were added thereto, stirred at room temperature for 1 hour, and then heated under reflux for 2 hours. The reaction liquid was filtered, the filtrate was evaporated, and the resulting residue was isolated and purified through thin-layer silica gel chromatography (hexane/ethyl acetate=...